describe an organic reaction: reactants, conditions, products, and yield From a dataset of the Open Reaction Database (ORD), a public repository of structured organic reaction records. The reagents and catalysts are [Pd].[Pd].C(C1=CC=CC=C1)=CC(=O)C=CC1=CC=CC=C1.C(C1=CC=CC=C1)=CC(=O)C=CC1=CC=CC=C1.C(C1=CC=CC=C1)=CC(=O)C=CC1=CC=CC=C1 (tris(dibenzylideneacetone) dipalladium(0)), [Cu]I (copper(I) iodide). The solvent is CN(C=O)C (N,N-dimethylformamide). Reported procedure: To a stirred solution of 820 mg (2.36 mmol) (7-iodo-4-methoxy-benzooxazol-2-yl)-carbamic acid methyl ester in 20 ml N,N-dimethylformamide were added 1.17 ml (3.58 mmol) phenyltri-n-butylstannane, 162 mg (0.18 mmol) tris(dibenzylideneacetone) dipalladium(0), 65 mg (0.21 mmol) triphenylarsine and 208 mg (1.09 mmol) copper(I) iodide. The mixture was heated at 80° C. for 16 h and then poured onto water and extracted three times with ethyl acetate. The combined organic phases were washed with brine, ... Run at temperature 80 celsius. Starting materials: COC(NC=1OC2=C(N1)C(=CC=C2I)OC)=O ((7-iodo-4-methoxy-benzooxazol-2-yl)-carbamic acid methyl ester), C1(=CC=CC=C1)[Sn](CCCC)(CCCC)CCCC (phenyltri-n-butylstannane), C1(=CC=CC=C1)[As](C1=CC=CC=C1)C1=CC=CC=C1 (triphenylarsine). RXN SMILES: COC(=O)[NH:4][C:5]1[O:6][C:7]2[C:13](I)=[CH:12][CH:11]=[C:10]([O:15][CH3:16])[C:8]=2[N:9]=1.[C:18]1([Sn](CCCC)(CCCC)CCCC)[CH:23]=[CH:22][CH:21]=[CH:20][CH:19]=1.C1([As](C2C=CC=CC=2)C2C=CC=CC=2)C=CC=CC=1>CN(C)C=O.[Pd].[Pd].C(=CC(C=CC1C=CC=CC=1)=O)C1C=CC=CC=1.C(=CC(C=CC1C=CC=CC=1)=O)C1C=CC=CC=1.C(=CC(C=CC1C=CC=CC=1)=O)C1C=CC=CC=1.[Cu]I>[CH3:16][O:15][C:10]1[C:8]2[N:9]=[C:5]([NH2:4])[O:6][C:7]=2[C:13]([C:18]2[CH:23]=[CH:22][CH:21]=[CH:20][CH:19]=2)=[CH:12][CH:11]=1 |f:4.5.6.7.8|. The product is COC1=CC=C(C2=C1N=C(O2)N)C2=CC=CC=C2 (4-methoxy-7-phenyl-benzooxazol-2-yl-amine). Isolated yield 35.3%. Starting materials: COC1=CC=2CC[C@H]3[C@@]45[C@@H](CC([C@@]4(C)CC[C@@H]3C2C=C1)=O)C5 (3-methoxy-14β,15β-methylene-estra-1,3,5(10)-triene-17-one), C(C)(=O)O (acetic acid), [BH4-].[Na+] (sodium borohydride). Solvent: CO (methanol). Run at time 8 hour. Yields the product COC1=CC=2CC[C@H]3[C@@]45[C@@H](C[C@@H]([C@@]4(C)CC[C@@H]3C2C=C1)O)C5 (3-methoxy-14β,15β-methylene-estra-1,3,5(10)-triene-17β-ol), COC1=CC=2CC[C@H]3[C@@]45[C@@H](C[C@H]([C@@]4(C)CC[C@@H]3C2C=C1)O)C5 (3-methoxy-14β,15β-methylene-estra-1,3,5(10)-triene-17α-ol). As a reaction SMILES: [CH3:1][O:2][C:3]1[CH:20]=[CH:19][C:18]2[C@@H:17]3[C@H:8]([C@@:9]45[CH2:22][C@@H:10]4[CH2:11][C:12](=[O:21])[C@:13]5([CH2:15][CH2:16]3)[CH3:14])[CH2:7][CH2:6][C:5]=2[CH:4]=1.[BH4-].[Na+].C(O)(=O)C>CO>[CH3:1][O:2][C:3]1[CH:20]=[CH:19][C:18]2[C@@H:17]3[C@H:8]([C@@:9]45[CH2:22][C@@H:10]4[CH2:11][C@H:12]([OH:21])[C@:13]5([CH2:15][CH2:16]3)[CH3:14])[CH2:7][CH2:6][C:5]=2[CH:4]=1.[CH3:1][O:2][C:3]1[CH:20]=[CH:19][C:18]2[C@@H:17]3[C@H:8]([C@@:9]45[CH2:22][C@@H:10]4[CH2:11][C@@H:12]([OH:21])[C@:13]5([CH2:15][CH2:16]3)[CH3:14])[CH2:7][CH2:6][C:5]=2[CH:4]=1 |f:1.2|. Procedure: 400 mg of 3-methoxy-14β,15β-methylene-estra-1,3,5(10)-triene-17-one dissolved in 300 ml of methanol are mixed with 380 mg of sodium borohydride at 0° C. and set aside overnight at room temperature. Subsequently the mixture is reduced to half its volume in vacuum and poured into cold aqueous acetic acid. The precipitate is dried, and preparative layer chromatography on silica gel (mobile phase: benzene/acetone 3:2) yields 90 mg of 3-methoxy-14β,15β-methylene-estra-1,3,5(10)-triene-17β-ol and 210 ... The reactants are CCCC(C(=O)OC)c1c(C)nc2c(Br)c(C(C)(C)C)nn2c1-c1ccc(C)cc1, CO, [Li+], [OH-]. Product: CCCC(C(=O)O)c1c(C)nc2c(Br)c(C(C)(C)C)nn2c1-c1ccc(C)cc1. As a reaction SMILES: [Br:1][c:2]1[c:3]([C:27]([CH3:28])([CH3:29])[CH3:30])[n:4][n:5]2[c:6]1[n:7][c:8]([CH3:26])[c:9]([CH:18]([C:19](=[O:20])[O:21][CH3:22])[CH2:23][CH2:24][CH3:25])[c:10]2-[c:11]1[cH:12][cH:13][c:14]([CH3:17])[cH:15][cH:16]1.[CH3:33][OH:34].[Li+:31].[OH-:32]>>[Br:1][c:2]1[c:3]([C:27]([CH3:28])([CH3:29])[CH3:30])[n:4][n:5]2[c:6]1[n:7][c:8]([CH3:26])[c:9]([CH:18]([C:19](=[O:20])[OH:21])[CH2:23][CH2:24][CH3:25])[c:10]2-[c:11]1[cH:12][cH:13][c:14]([CH3:17])[cH:15][cH:16]1. The reactants are NC=1C(=NC(=C(C1)C(F)(F)F)C1=CC=C(C=C1)F)C(=O)OC (Methyl 3-amino-6-(4-fluorophenyl)-5-(trifluoromethyl)picolinate), [OH-].[Na+] (NaOH), Cl (HCl). The solvent is O (water), CCO (EtOH). Reaction conditions: time 15 minute. Yields the product NC=1C(=NC(=C(C1)C(F)(F)F)C1=CC=C(C=C1)F)C(=O)O (3-Amino-6-(4-fluorophenyl)-5-(trifluoromethyl)picolinic acid). Reaction SMILES: [NH2:1][C:2]1[C:3]([C:19]([O:21]C)=[O:20])=[N:4][C:5]([C:12]2[CH:17]=[CH:16][C:15]([F:18])=[CH:14][CH:13]=2)=[C:6]([C:8]([F:11])([F:10])[F:9])[CH:7]=1.[OH-].[Na+].Cl>CCO.O>[NH2:1][C:2]1[C:3]([C:19]([OH:21])=[O:20])=[N:4][C:5]([C:12]2[CH:13]=[CH:14][C:15]([F:18])=[CH:16][CH:17]=2)=[C:6]([C:8]([F:10])([F:9])[F:11])[CH:7]=1 |f:1.2|. Procedure details: To a stirred solution of methyl 3-amino-6-(4-fluorophenyl)-5-(trifluoromethyl)picolinate (step 1) (6.00 mmol) in EtOH (5 ml) was added 2M NaOH (3 ml, 6.00 mmol) and the solution was stirred at RT for 15 minutes. The resulting mixture was diluted with water (10 ml) and the pH was adjusted to pH 6 using 1M HCl. The mixture was extracted with DCM (2×10 ml) and the phases were separated using a phase separating cartridge. The combined organic extracts were concentrated in vacuo and used in the next ... The reactants are CCCC[Sn](CCCC)(CCCC)C1=COCCO1, CCOC(=O)Nc1nc2c(OC)ccc(I)c2s1, C1COCCO1, c1coc(P(c2ccco2)c2ccco2)c1. The product is CCOC(=O)Nc1nc2c(OC)ccc(C3=COCCO3)c2s1. RXN SMILES: [CH2:19]([Sn:20]([CH2:21][CH2:22][CH2:23][CH3:30])([C:24]1=[CH:29][O:28][CH2:27][CH2:26][O:25]1)[CH2:31][CH2:32][CH2:33][CH3:34])[CH2:35][CH2:36][CH3:37].[CH2:1]([CH3:2])[O:3][C:4]([NH:5][c:6]1[s:7][c:8]2[c:9]([n:10]1)[c:11]([O:16][CH3:17])[cH:12][cH:13][c:14]2[I:15])=[O:18].[O:54]1[CH2:55][CH2:56][O:57][CH2:58][CH2:59]1.[o:38]1[cH:39][cH:40][cH:41][c:42]1[P:43]([c:44]1[o:45][cH:46][cH:47][cH:48]1)[c:49]1[o:50][cH:51][cH:52][cH:53]1>>[CH2:1]([CH3:2])[O:3][C:4]([NH:5][c:6]1[s:7][c:8]2[c:9]([n:10]1)[c:11]([O:16][CH3:17])[cH:12][cH:13][c:14]2[C:24]1=[CH:29][O:28][CH2:27][CH2:26][O:25]1)=[O:18]. Reactants: ICI (diiodomethane), N(=O)OCCC(C)C (isopentyl nitrite), NC=1C2=C(N=C(N1)C1=NN(C3=NC(=NC=C31)C)CC3=C(C=CC=C3)F)NC(C2(C)C)=O (4-amino-2-[1-(2-fluorobenzyl)-6-methyl-1H-pyrazolo[3,4-d]pyrimidin-3-yl]-5,5-dimethyl-5,7-dihydro-6H-pyrrolo[2,3-d]pyrimidin-6-one). The solvent is C(C)#N (acetonitrile). Run at temperature 85 celsius, time 8 hour. Product: FC1=C(CN2N=C(C=3C2=NC(=NC3)C)C=3N=C(C2=C(N3)NC(C2(C)C)=O)I)C=CC=C1 (2-[1-(2-Fluorobenzyl)-6-methyl-1H-pyrazolo[3,4-d]pyrimidin-3-yl]-4-iodo-5,5-dimethyl-5,7-dihydro-6H-pyrrolo[2,3-d]pyrimidin-6-one). As a reaction SMILES: I[CH2:2][I:3].N(OCCC(C)C)=O.NC1[C:14]2[C:39]([CH3:41])([CH3:40])[C:38](=[O:42])[NH:37][C:15]=2[N:16]=[C:17]([C:19]2[C:27]3[C:22](=[N:23][C:24]([CH3:28])=[N:25][CH:26]=3)[N:21]([CH2:29][C:30]3[CH:35]=[CH:34][CH:33]=[CH:32][C:31]=3[F:36])[N:20]=2)[N:18]=1>C(#N)C>[F:36][C:31]1[CH:32]=[CH:33][CH:34]=[CH:35][C:30]=1[CH2:29][N:21]1[C:22]2=[N:23][C:24]([CH3:28])=[N:25][CH:26]=[C:27]2[C:19]([C:17]2[N:18]=[C:2]([I:3])[C:14]3[C:39]([CH3:41])([CH3:40])[C:38](=[O:42])[NH:37][C:15]=3[N:16]=2)=[N:20]1. Procedure: 3.770 g (14.08 mmol) of diiodomethane and 411 mg (3.51 mmol) of isopentyl nitrite were added to 70 mg (0.17 mmol) of 4-amino-2-[1-(2-fluorobenzyl)-6-methyl-1H-pyrazolo[3,4-d]pyrimidin-3-yl]-5,5-dimethyl-5,7-dihydro-6H-pyrrolo[2,3-d]pyrimidin-6-one. The mixture was stirred for 8 h at 85° C. After cooling, it was diluted with acetonitrile and the mixture was purified by preparative HPLC (eluent: acetonitrile/water, gradient 30:70→95:5). 35 mg (24% of theor.) of the target compound was obtained.